This data is from the Open Reaction Database (ORD), a public repository of structured organic reaction records. The task is: describe an organic reaction: reactants, conditions, products, and yield The reactants are [BH4-].[Na+] (NaBH4), C(=O)C=1N(C=C(N1)C1=CC=CC=C1)S(=O)(=O)N(C)C (2-Formyl-N,N-dimethyl-4-phenyl-1H-imidazole-1-sulfonamide), O (H2O). The solvent is CO (MeOH). Reaction conditions: time 30 minute. The product is OCC=1N(C=C(N1)C1=CC=CC=C1)S(=O)(=O)N(C)C (2-(hydroxymethyl)-N,N-dimethyl-4-phenyl-1H-imidazole-1-sulfonamide). RXN SMILES: [CH:1]([C:3]1[N:4]([S:14]([N:17]([CH3:19])[CH3:18])(=[O:16])=[O:15])[CH:5]=[C:6]([C:8]2[CH:13]=[CH:12][CH:11]=[CH:10][CH:9]=2)[N:7]=1)=[O:2].[BH4-].[Na+].O>CO>[OH:2][CH2:1][C:3]1[N:4]([S:14]([N:17]([CH3:19])[CH3:18])(=[O:15])=[O:16])[CH:5]=[C:6]([C:8]2[CH:13]=[CH:12][CH:11]=[CH:10][CH:9]=2)[N:7]=1 |f:1.2|. Procedure details: 2-Formyl-N,N-dimethyl-4-phenyl-1H-imidazole-1-sulfonamide (221 mg, 0.79 mmol) was dissolved in anhydrous MeOH (10 mL) and NaBH4 (89 mg, 2.37 mmol) was added in portions. Gas evolved and the suspension was stirred at room temperature. After 30 min, the crude reaction mixture was poured into H2O and extracted with EtOAc (3×20 mL). The combined organic layers were washed with brine, dried (Na2SO4), filtered and concentrated to give crude 2-(hydroxymethyl)-N,N-dimethyl-4-phenyl-1H-imidazole-1-sulfon... Reactants: C1(=CC=CC=C1)NC1=NC(=NC=C1)Cl (N-phenyl-2-chloro-4-pyrimidineamine), COC=1C=C(N)C=C(C1OC)OC (3,4,5-trimethoxyaniline), Cl (hydrochloric acid). Solvent: CC(=O)C (acetone), O (water), CC(=O)C (acetone). Yields the product C1(=CC=CC=C1)NC1=NC(=NC=C1)NC1=CC(=C(C(=C1)OC)OC)OC (N4-Phenyl-N2-(3,4,5-trimethoxyphenyl)-2,4-pyrimidinediamine). Isolated yield 76.8%. Reaction SMILES: [C:1]1([NH:7][C:8]2[CH:13]=[CH:12][N:11]=[C:10](Cl)[N:9]=2)[CH:6]=[CH:5][CH:4]=[CH:3][CH:2]=1.[CH3:15][O:16][C:17]1[CH:18]=[C:19]([CH:21]=[C:22]([O:26][CH3:27])[C:23]=1[O:24][CH3:25])[NH2:20].Cl>CC(C)=O.O>[C:1]1([NH:7][C:8]2[CH:13]=[CH:12][N:11]=[C:10]([NH:20][C:19]3[CH:21]=[C:22]([O:26][CH3:27])[C:23]([O:24][CH3:25])=[C:17]([O:16][CH3:15])[CH:18]=3)[N:9]=2)[CH:6]=[CH:5][CH:4]=[CH:3][CH:2]=1. Procedure: A solution of N-phenyl-2-chloro-4-pyrimidineamine (1.83 g, 8.91 mmol) and 3,4,5-trimethoxyaniline (1.83 g, 10.0 mmol) in acetone (10 ml) and water (15 ml) containing concentrated hydrochloric acid (0.2 ml) was heated at reflux for 10 h. On cooling the acetone was removed under reduced pressure, and the reaction taken to pH10 with 4N NaOH and extracted with ethyl acetate (2×75 ml). The combined organic layers were dried (MgSO4), concentrated under reduced pressure and the residue crystallised fro... Starting materials: C(C)(C)(C)OC(=O)N1CCC(=CC1)B1OC(C(O1)(C)C)(C)C (4-(4,4,5,5-Tetramethyl-[1,3,2]dioxaborolan-2-yl)-3,6-dihydro-2H-pyridine-1-carboxylic acid t-butyl ester), COC(C1=CN=CC=C1Br)=O (4-Bromonicotinic acid methyl ester), C(=O)(O)[O-].[Na+] (NaHCO3). Reagents/catalysts: Cl[Pd]([P](C1=CC=CC=C1)(C2=CC=CC=C2)C3=CC=CC=C3)([P](C4=CC=CC=C4)(C5=CC=CC=C5)C6=CC=CC=C6)Cl (PdCl2(PPh3)2). The solvent is C1CCOC1 (THF), C1CCOC1 (THF), O (H2O). Reaction conditions: temperature 72 celsius, time 10 minute. The product is COC(=O)C=1C=NC=CC1C=1CCN(CC1)C(=O)OC(C)(C)C (3,6-dihydro-2H-[4,4]bipyridinyl-1,3′-dicarboxylic acid 1-t-butyl ester 3′-methyl ester). Isolated yield 72.3%. RXN SMILES: [C:1]([O:5][C:6]([N:8]1[CH2:13][CH:12]=[C:11](B2OC(C)(C)C(C)(C)O2)[CH2:10][CH2:9]1)=[O:7])([CH3:4])([CH3:3])[CH3:2].[CH3:23][O:24][C:25](=[O:33])[C:26]1[C:31](Br)=[CH:30][CH:29]=[N:28][CH:27]=1.C([O-])(O)=O.[Na+]>C1COCC1.O.Cl[Pd](Cl)([P](C1C=CC=CC=1)(C1C=CC=CC=1)C1C=CC=CC=1)[P](C1C=CC=CC=1)(C1C=CC=CC=1)C1C=CC=CC=1>[CH3:23][O:24][C:25]([C:26]1[CH:27]=[N:28][CH:29]=[CH:30][C:31]=1[C:11]1[CH2:10][CH2:9][N:8]([C:6]([O:5][C:1]([CH3:2])([CH3:3])[CH3:4])=[O:7])[CH2:13][CH:12]=1)=[O:33] |f:2.3,^1:47,66|. Procedure details: A solution of PdCl2(PPh3)2 (1.3 g, 1.9 mmol, 0.05 eq.) in THF (250 mL) was stirred for 10 minutes under nitrogen. 4-(4,4,5,5-Tetramethyl-[1,3,2]dioxaborolan-2-yl)-3,6-dihydro-2H-pyridine-1-carboxylic acid t-butyl ester (11.7 g, 37.8 mmol, 1.0 eq.) was added and the resulting solution was stirred for another 10 minutes. 4-Bromonicotinic acid methyl ester (8.2 g, 38.0 mmol, 1.0 eq.) in THF (100 mL) and NaHCO3 (16.1 g, 151.9 mmol, 4.0 eq.) in H2O (76 mL) were added, and the resulting solution was s...